From a dataset of the Open Reaction Database (ORD), a public repository of structured organic reaction records. describe an organic reaction: reactants, conditions, products, and yield The reactants are ClCC1CO1, Cc1ccc(O)c([N+](=O)[O-])c1[N+](=O)[O-], [Na+], [OH-]. Yields the product Cc1ccc(OCC2CO2)c([N+](=O)[O-])c1[N+](=O)[O-]. RXN SMILES: [Cl:15][CH2:16][CH:17]1[CH2:18][O:19]1.[N+:1](=[O:2])([O-:3])[c:4]1[c:5]([OH:14])[cH:6][cH:7][c:8]([CH3:13])[c:9]1[N+:10](=[O:11])[O-:12].[Na+:21].[OH-:20]>>[N+:1](=[O:2])([O-:3])[c:4]1[c:5]([O:14][CH2:16][CH:17]2[CH2:18][O:19]2)[cH:6][cH:7][c:8]([CH3:13])[c:9]1[N+:10](=[O:11])[O-:12]. Starting materials: OC1=C(C=NC=2N1N=CC2)C(=O)OCC (ethyl 7-hydroxypyrazolo[1,5-a]pyrimidine-6-carboxylate), ClC1=C(N)C=CC(=C1)Cl (2,4-dichloroaniline). The product is ClC1=C(C=CC(=C1)Cl)NC1=C(C=NC=2N1N=CC2)C(=O)OCC (Ethyl 7-(2,4-dichlorophenylamino)pyrazolo[1,5-a]pyrimidine-6-carboxylate). Isolated yield 79.4%. Reaction SMILES: O[C:2]1[N:7]2[N:8]=[CH:9][CH:10]=[C:6]2[N:5]=[CH:4][C:3]=1[C:11]([O:13][CH2:14][CH3:15])=[O:12].[Cl:16][C:17]1[CH:23]=[C:22]([Cl:24])[CH:21]=[CH:20][C:18]=1[NH2:19]>>[Cl:16][C:17]1[CH:23]=[C:22]([Cl:24])[CH:21]=[CH:20][C:18]=1[NH:19][C:2]1[N:7]2[N:8]=[CH:9][CH:10]=[C:6]2[N:5]=[CH:4][C:3]=1[C:11]([O:13][CH2:14][CH3:15])=[O:12]. Procedure: Using ethyl 7-hydroxypyrazolo[1,5-a]pyrimidine-6-carboxylate (7.50 g, 36.2 mmol) and 2,4-dichloroaniline (5.30 g, 32.6 mmol) instead of 4-fluoro-2-methylaniline, and in the same manner as in Example 1 step 1, the title compound (9.09 g, 72%) was obtained. Yields the product CC(=O)c1cnc(N)c(Cl)c1. As a reaction SMILES: [Cl:1][c:2]1[n:3][cH:4][c:5]([C:9]([CH3:10])=[O:11])[cH:6][c:7]1[Cl:8].[NH3:12].[O:13]1[CH2:14][CH2:15][CH2:16][CH2:17]1>>[c:2]1([NH2:12])[n:3][cH:4][c:5]([C:9]([CH3:10])=[O:11])[cH:6][c:7]1[Cl:8]. The reactants are CC(=O)c1cnc(Cl)c(Cl)c1, N, C1CCOC1. Starting materials: COC(=O)C=1C=CC=C2C=CNC12 (1H-indole-7-carboxylic acid methyl ester), C(C)(=O)C1=CN(C2=CC=C(C=C12)OC(F)(F)F)CC(=O)O ((3-acetyl-5-trifluoromethoxy-indol-1-yl)-acetic acid). Product: COC(=O)C=1C=CC=C2C(=CN(C12)CC(=O)O)C(C)=O (3-Acetyl-1-carboxymethyl-1H-indole-7-carboxylic acid methyl ester). Reaction SMILES: [CH3:1][O:2][C:3](C1C=CC=C2C=1NC=C2)=[O:4].[C:14]([C:17]1[C:25]2[C:20](=[CH:21][CH:22]=[C:23](OC(F)(F)F)[CH:24]=2)[N:19]([CH2:31][C:32]([OH:34])=[O:33])[CH:18]=1)(=[O:16])[CH3:15]>>[CH3:1][O:2][C:3]([C:21]1[CH:22]=[CH:23][CH:24]=[C:25]2[C:20]=1[N:19]([CH2:31][C:32]([OH:34])=[O:33])[CH:18]=[C:17]2[C:14](=[O:16])[CH3:15])=[O:4]. Reported procedure: was prepared from 1H-indole-7-carboxylic acid methyl ester in a similar manner as described in Scheme A13 for the preparation of (3-acetyl-5-trifluoromethoxy-indol-1-yl)-acetic acid. MS: 276 [M+H]+; tR (HPLC conditions k): 2.89 min.